Dataset: the Open Reaction Database (ORD), a public repository of structured organic reaction records. Task: describe an organic reaction: reactants, conditions, products, and yield Starting materials: CC(C)OC(=O)N1CCC(n2ccc3c(N4CCc5cc(Br)ccc54)ncnc32)CC1, O=C([O-])[O-], Cc1ccccc1, [Cs+], [Cs+], O=C1CCCN1. Product: CC(C)OC(=O)N1CCC(n2ccc3c(N4CCc5cc(N6CCCC6=O)ccc54)ncnc32)CC1. Reaction SMILES: [Br:1][c:2]1[cH:3][c:4]2[c:8]([cH:9][cH:10]1)[N:7]([c:11]1[c:12]3[c:13]([n:14][cH:15][n:16]1)[n:17]([CH:20]1[CH2:21][CH2:22][N:23]([C:26](=[O:27])[O:28][CH:29]([CH3:30])[CH3:31])[CH2:24][CH2:25]1)[cH:18][cH:19]3)[CH2:6][CH2:5]2.[C:38](=[O:39])([O-:40])[O-:41].[CH3:44][c:45]1[cH:46][cH:47][cH:48][cH:49][cH:50]1.[Cs+:42].[Cs+:43].[O:32]=[C:33]1[CH2:34][CH2:35][CH2:36][NH:37]1>>[c:2]1([N:37]2[C:33](=[O:32])[CH2:34][CH2:35][CH2:36]2)[cH:3][c:4]2[c:8]([cH:9][cH:10]1)[N:7]([c:11]1[c:12]3[c:13]([n:14][cH:15][n:16]1)[n:17]([CH:20]1[CH2:21][CH2:22][N:23]([C:26](=[O:27])[O:28][CH:29]([CH3:30])[CH3:31])[CH2:24][CH2:25]1)[cH:18][cH:19]3)[CH2:6][CH2:5]2.